Dataset: the Open Reaction Database (ORD), a public repository of structured organic reaction records. Task: describe an organic reaction: reactants, conditions, products, and yield Reactants: C1CCOC1, CNOC, O=C(O)c1ccc(C(F)(F)F)cc1[N+](=O)[O-]. The product is CON(C)C(=O)c1ccc(C(F)(F)F)cc1[N+](=O)[O-]. Reaction SMILES: [CH2:21]1[O:22][CH2:23][CH2:24][CH2:25]1.[CH3:17][NH:18][O:19][CH3:20].[N+:1](=[O:2])([O-:3])[c:4]1[c:5]([C:6](=[O:7])[OH:8])[cH:9][cH:10][c:11]([C:13]([F:14])([F:15])[F:16])[cH:12]1>>[N+:1](=[O:2])([O-:3])[c:4]1[c:5]([C:6](=[O:7])[N:18]([CH3:17])[O:19][CH3:20])[cH:9][cH:10][c:11]([C:13]([F:14])([F:15])[F:16])[cH:12]1. Starting materials: Cl (hydrogen chloride), N#CN (cyanamide), NC1=CC=C(C=C1)CCC=1N=C(SC1)NC(C)=O (N-(4-(2-(4-aminophenyl)ethyl)-1,3-thiazol-2-yl)acetamide), C(O)([O-])=O.[Na+] (sodium hydrogen carbonate). Solvent: C(C)(=O)OCC (ethyl acetate), C(C)O (ethanol), C(C)(=O)OCC (ethyl acetate). Product: NC(=N)NC1=CC=C(C=C1)CCC=1N=C(SC1)NC(C)=O (N-{4-[2-(4-{[amino(imino)methyl]amino}phenyl)ethyl]-1,3-thiazol-2-yl}acetamide). Isolated yield 59.6%. RXN SMILES: [NH2:1][C:2]1[CH:7]=[CH:6][C:5]([CH2:8][CH2:9][C:10]2[N:11]=[C:12]([NH:15][C:16](=[O:18])[CH3:17])[S:13][CH:14]=2)=[CH:4][CH:3]=1.Cl.C(=O)([O-])O.[Na+].[N:25]#[C:26][NH2:27]>C(O)C.C(OCC)(=O)C>[NH2:27][C:26]([NH:1][C:2]1[CH:7]=[CH:6][C:5]([CH2:8][CH2:9][C:10]2[N:11]=[C:12]([NH:15][C:16](=[O:18])[CH3:17])[S:13][CH:14]=2)=[CH:4][CH:3]=1)=[NH:25] |f:2.3|. Procedure details: To a suspension of N-(4-(2-(4-aminophenyl)ethyl)-1,3-thiazol-2-yl)acetamide (26 g) in ethanol (500 ml) was added 4N hydrogen chloride in ethyl acetate (25 ml) and cyanamide (6.3 g). The mixture was refluxed for 26 hours. The reaction mixture was cooled to ambient temperature and poured into a mixture of ethyl acetate (500 ml) and saturated sodium hydrogen carbonate solution (500 ml). The resulted precipitate was collected by filtration and washed with water (300 ml) and ethanol (300 ml) to give ... Reactants: Cl (HCl), N1(C=NC=C1)C1=CC=C(C(=O)N2CCC(CC2)NC(OC(C)(C)C)=O)C=C1 ([1-(4-(1H-Imidazol-1-yl)benzoyl]-4-piperidinyl]carbamic acid, 1,1-dimethylethyl ester), CCOCC (ether). The solvent is CO (methanol). Run at time 3 hour. Product: Cl.Cl.N1(C=NC=C1)C1=CC=C(C(=O)N2CCC(CC2)N)C=C1 (1-[4-(1H-Imidazol-1-yl)benzoyl]-4-piperidinamine dihydrochloride). RXN SMILES: [N:1]1([C:6]2[CH:27]=[CH:26][C:9]([C:10]([N:12]3[CH2:17][CH2:16][CH:15]([NH:18]C(=O)OC(C)(C)C)[CH2:14][CH2:13]3)=[O:11])=[CH:8][CH:7]=2)[CH:5]=[CH:4][N:3]=[CH:2]1.[ClH:28].CCOCC>CO>[ClH:28].[ClH:28].[N:1]1([C:6]2[CH:7]=[CH:8][C:9]([C:10]([N:12]3[CH2:17][CH2:16][CH:15]([NH2:18])[CH2:14][CH2:13]3)=[O:11])=[CH:26][CH:27]=2)[CH:5]=[CH:4][N:3]=[CH:2]1 |f:4.5.6|. Procedure: [1-(4-(1H-Imidazol-1-yl)benzoyl]-4-piperidinyl]carbamic acid, 1,1-dimethylethyl ester (131.6 g, 355 mmol) is dissolved in methanol (800 mL) at 0° C., and the solution is saturated with HCl gas. The mixture is stirred for 3 hr at room temperature, after which ether is added to give a turbid solution. The resulting precipitate is collected and air dried to afford the title compound. Run in O (water). Reactants: C1(=CC=CC2=CC=CC=C12)O (α-naphthol), NC1=CC=CC=C1 (aniline), P(OCCCC)(OCCCC)OCCCC (tributyl phosphite). As a reaction SMILES: [C:1]1(O)[C:10]2[C:5](=[CH:6][CH:7]=[CH:8][CH:9]=2)[CH:4]=[CH:3][CH:2]=1.[NH2:12][C:13]1[CH:18]=[CH:17][CH:16]=[CH:15][CH:14]=1.P(OCCCC)(OCCCC)OCCCC>O>[C:13]1([NH:12][C:1]2[C:10]3[C:5](=[CH:6][CH:7]=[CH:8][CH:9]=3)[CH:4]=[CH:3][CH:2]=2)[CH:18]=[CH:17][CH:16]=[CH:15][CH:14]=1. Isolated yield 91.0%. Reaction conditions: temperature 196 celsius. Reported procedure: 288 parts of α-naphthol, 205 parts of aniline and 10 parts of tributyl phosphite are mixed and first heated to 196° C. The reaction commences, with elimination of water. The water is removed by means of a water separator and the aniline which has escaped is returned. The internal temperature is raised to 235° C in the course of 8 hours. At this point, the elimination of water has ended (33 parts of water). The reaction mixture is cooled to 150° C and the excess aniline and α-naphthol are distill... Yields the product C1(=CC=CC=C1)NC1=CC=CC2=CC=CC=C12 (phenyl-α-naphthylamine). The reactants are NC(CO)CO (2-amino-1,3-propanediol), C(C)(C)N(CC)C(C)C (diisopropylethylamine), BrC1=C2N=C(NC2=NC(=N1)SCC1=C(C(=CC=C1)F)F)NC(OCC)=O (Ethyl 6-bromo-2-[(2,3-difluorobenzyl)thio]-9H-purin-8-ylcarbamate). Solvent: CN1CCCC1=O (NMP). Reaction conditions: temperature 150 celsius. Product: NC=1NC2=NC(=NC(=C2N1)NC(CO)CO)SCC1=C(C(=CC=C1)F)F (2-[[8-amino-2-[[(2,3-difluorophenyl)methyl]thio]-9H-purin-6-yl]amino]-1,3-propanediol). Isolated yield 27.6%. As a reaction SMILES: Br[C:2]1[N:10]=[C:9]([S:11][CH2:12][C:13]2[CH:18]=[CH:17][CH:16]=[C:15]([F:19])[C:14]=2[F:20])[N:8]=[C:7]2[C:3]=1[N:4]=[C:5]([NH:21]C(=O)OCC)[NH:6]2.[NH2:27][CH:28]([CH2:31][OH:32])[CH2:29][OH:30].C(N(C(C)C)CC)(C)C>CN1C(=O)CCC1>[NH2:21][C:5]1[NH:6][C:7]2[C:3]([N:4]=1)=[C:2]([NH:27][CH:28]([CH2:31][OH:32])[CH2:29][OH:30])[N:10]=[C:9]([S:11][CH2:12][C:13]1[CH:18]=[CH:17][CH:16]=[C:15]([F:19])[C:14]=1[F:20])[N:8]=2. Procedure: The product of example 5, step (e) (40 mg) was dissolved in NMP and 2-amino-1,3-propanediol (49.2 mg) and diisopropylethylamine (31 μl) base was added and the solution was heated at 150° C. for 36 hr. The reaction mixture was then evaporated to a residue that was purified by preparative HPLC to yield the titled compound as a pale yellow solid (9.5 mg). Starting materials: C(C)(C)(C)O[C@H](C(=O)OC)C1=C2N3CCC(OCCCC[C@@H](OC=4C=CC(=CC4C4=CC=CC(C5=C(N2C(C(=C1C)Br)=N5)Br)=C4)F)C)(CC3)C (methyl(2S)-2-(tert-butoxy)-2-[(22S)-5,8-dibromo-17-fluoro-4,22,28-trimethyl-21,27-dioxa-1,7,34-triazahexacyclo[26.2.2.16,9.110,14.02,7.015,20]tetratriaconta-2,4,6(34),8,10(33),11,13,15(20),16,18-decaen-3-yl]acetate), COC=1C=CC=C(C1C=2C=CC=CC2P(C3CCCCC3)C4CCCCC4)OC (SPhos), CCCCO (n-BuOH), C(=O)([O-])[O-].[Cs+].[Cs+] (Cs2CO3). Reagents/catalysts: CC(=O)[O-].CC(=O)[O-].[Pd+2] (Pd(OAc)2), CC(=O)[O-].CC(=O)[O-].[Pd+2] (Pd(OAc)2). Solvent: O (water), CN(C)C=O (DMF). Run at temperature 85 celsius, time 3 hour. The product is BrC1=C(C(=C2N3CCC(OCCCC[C@@H](OC=4C=CC(=CC4C4=CC=CC(C5=CN2C1=N5)=C4)F)C)(CC3)C)[C@@H](C(=O)OC)OC(C)(C)C)C (Methyl(2S)-2-[(22S)-5-bromo-17-fluoro-4,22,28-trimethyl-21,27-dioxa-1,7,34-triazahexacyclo[26.2.2.16,9.110,14.02,7.015,20]tetratriaconta-2, 4, 6(34),8,10(33),11,13,15(20),16,18-decaen-3-yl]-2-(tert-butoxy)acetate). Isolated yield 46.5%. Reaction SMILES: [C:1]([O:5][C@@H:6]([C:11]1[C:40]([CH3:41])=[C:39]([Br:42])[C:38]2=[N:43][C:35]3=[C:36](Br)[N:37]2[C:12]=1[N:13]1[CH2:49][CH2:48][C:16]([CH3:50])([O:17][CH2:18][CH2:19][CH2:20][CH2:21][C@H:22]([CH3:47])[O:23][C:24]2[CH:25]=[CH:26][C:27]([F:46])=[CH:28][C:29]=2[C:30]2[CH:45]=[C:34]3[CH:33]=[CH:32][CH:31]=2)[CH2:15][CH2:14]1)[C:7]([O:9][CH3:10])=[O:8])([CH3:4])([CH3:3])[CH3:2].COC1C=CC=C(OC)C=1C1C=CC=CC=1P(C1CCCCC1)C1CCCCC1.CCCCO.C([O-])([O-])=O.[Cs+].[Cs+]>CC([O-])=O.CC([O-])=O.[Pd+2].O.CN(C=O)C>[Br:42][C:39]1[C:38]2=[N:43][C:35]3=[CH:36][N:37]2[C:12]([N:13]2[CH2:14][CH2:15][C:16]([CH3:50])([O:17][CH2:18][CH2:19][CH2:20][CH2:21][C@H:22]([CH3:47])[O:23][C:24]4[CH:25]=[CH:26][C:27]([F:46])=[CH:28][C:29]=4[C:30]4[CH:45]=[C:34]3[CH:33]=[CH:32][CH:31]=4)[CH2:48][CH2:49]2)=[C:11]([C@H:6]([O:5][C:1]([CH3:4])([CH3:3])[CH3:2])[C:7]([O:9][CH3:10])=[O:8])[C:40]=1[CH3:41] |f:3.4.5,6.7.8|. Procedure details: A solution of methyl(2S)-2-(tert-butoxy)-2-[(22S)-5,8-dibromo-17-fluoro-4,22,28-trimethyl-21,27-dioxa-1,7,34-triazahexacyclo[26.2.2.16,9.110,14.02,7.015,20]tetratriaconta-2,4,6(34),8,10(33),11,13,15(20),16,18-decaen-3-yl]acetate (150 mg, 0.184 mmol, 1 equiv), SPhos (15 mg, 0.037 mmol, 0.2 equiv), Pd(OAc)2 (8 mg, 0.037 mmol, 0.2 equiv), n-BuOH (0.055 mL, 0.74 mmol, 4 equiv), and Cs2CO3 (90 mg, 0.276 mmol, 1.5 equiv) in 10:1 DMF:water (3.6 mL) was heated to 80° C. for 2 h. More Pd(OAc)2 (41 mg) wa... Reactants: C(CCC)[Li] (n-butyl lithium), CC(C(=O)Cl)(CC1=CC=CC=C1)C (2,2-dimethyl-3-phenylpropionyl chloride), C(C)(=O)O (Acetic acid), CP(OC)(OC)=O (dimethyl methylphosphonate). Solvent: CCCCCC (hexane), O1CCCC1 (tetrahydrofuran), O1CCCC1 (tetrahydrofuran). Conditions: time 2 hour. Product: CC(C(CP(OC)(OC)=O)=O)(CC1=CC=CC=C1)C (Dimethyl 3,3-dimethyl-2-oxo-4 phenylbutylphosphonate). As a reaction SMILES: [CH3:1][P:2](=[O:7])([O:5][CH3:6])[O:3][CH3:4].C([Li])CCC.[CH3:13][C:14]([CH3:25])([CH2:18][C:19]1[CH:24]=[CH:23][CH:22]=[CH:21][CH:20]=1)[C:15](Cl)=[O:16].C(O)(=O)C>O1CCCC1.CCCCCC>[CH3:13][C:14]([CH3:25])([CH2:18][C:19]1[CH:24]=[CH:23][CH:22]=[CH:21][CH:20]=1)[C:15](=[O:16])[CH2:1][P:2](=[O:7])([O:5][CH3:6])[O:3][CH3:4]. Reported procedure: To a solution of dimethyl methylphosphonate (63 g.) in tetrahydrofuran (600 ml.) under nitrogen at -75°, there is added 312 ml. of 1.6 M n-butyl lithium in hexane, while maintaining the temperature below -55°. A solution of 2,2-dimethyl-3-phenylpropionyl chloride (part 2, 48.2 g.) in tetrahydrofuran is added while maintaining the temperature below -60°. The mixture is stirred at that temperature for 2 hrs. and then the temperature is allowed to rise to about 25° C. and the mixture is stirred at ...